describe an organic reaction: reactants, conditions, products, and yield From a dataset of the Open Reaction Database (ORD), a public repository of structured organic reaction records. Starting materials: Ethyl polyphosphate, FC(C=1C=C(C=CC1)NC(=S)N)(F)F (3-Trifluoromethylphenyl thiourea), C(#N)C1=CC=C(C=O)C=C1 (4-cyanobenzaldehyde), C(CC(=O)C)(=O)OCC (ethyl acetoacetate). Run in C1CCOC1 (THF). Product: C(#N)C1=CC=C(C=C1)C1NC(N(C(=C1C(=O)OCC)C)C1=CC(=CC=C1)C(F)(F)F)=S (Ethyl 4-(4-cyanophenyl)-6-methyl-2-thioxo-1-[3-(trifluoromethyl)phenyl]-1,2,3,4-tetrahydro-5-pyrimidinecarboxylate). As a reaction SMILES: [F:1][C:2]([F:14])([F:13])[C:3]1[CH:4]=[C:5]([NH:9][C:10]([NH2:12])=[S:11])[CH:6]=[CH:7][CH:8]=1.[C:15]([C:17]1[CH:24]=[CH:23][C:20]([CH:21]=O)=[CH:19][CH:18]=1)#[N:16].[C:25]([O:31][CH2:32][CH3:33])(=[O:30])[CH2:26][C:27]([CH3:29])=O>C1COCC1>[C:15]([C:17]1[CH:24]=[CH:23][C:20]([CH:21]2[C:26]([C:25]([O:31][CH2:32][CH3:33])=[O:30])=[C:27]([CH3:29])[N:9]([C:5]3[CH:6]=[CH:7][CH:8]=[C:3]([C:2]([F:1])([F:13])[F:14])[CH:4]=3)[C:10](=[S:11])[NH:12]2)=[CH:19][CH:18]=1)#[N:16]. Procedure: 3-Trifluoromethylphenyl thiourea (3.00 g, 13.6 mmol), 4-cyanobenzaldehyde (3.57 g, 27.3 mmol) and ethyl acetoacetate (3.55 g, 27.3 mmol) are dissolved in 50 ml THF. Ethyl polyphosphate (4.50 g) is added and the reaction mixture is stirred at reflux temperature overnight. After cooling to room temperature, it is quenched with 50 ml of water and extracted with 100 ml ethyl acetate (2×). The combined organic layers are dried with sodium sulfate and the solvent is removed in vacua. The product is pu... Reactants: C[Si](C)(C)CCOCCl, CC(C)NC(C)C, COc1cccc2c1c(NS(=O)(=O)c1ccc(Cl)s1)nn2C(=O)OC(C)(C)C, ClCCl. Product: COc1cccc2c1c(N(COCC[Si](C)(C)C)S(=O)(=O)c1ccc(Cl)s1)nn2C(=O)OC(C)(C)C. RXN SMILES: [CH3:29][Si:30]([CH2:31][CH2:32][O:33][CH2:34][Cl:35])([CH3:36])[CH3:37].[CH:38]([NH:39][CH:40]([CH3:41])[CH3:42])([CH3:43])[CH3:44].[Cl:1][c:2]1[cH:3][cH:4][c:5]([S:7](=[O:8])(=[O:9])[NH:10][c:11]2[n:12][n:13]([C:22](=[O:23])[O:24][C:25]([CH3:26])([CH3:27])[CH3:28])[c:14]3[cH:15][cH:16][cH:17][c:18]([O:20][CH3:21])[c:19]23)[s:6]1.[Cl:45][CH2:46][Cl:47]>>[Cl:1][c:2]1[cH:3][cH:4][c:5]([S:7](=[O:8])(=[O:9])[N:10]([c:11]2[n:12][n:13]([C:22](=[O:23])[O:24][C:25]([CH3:26])([CH3:27])[CH3:28])[c:14]3[cH:15][cH:16][cH:17][c:18]([O:20][CH3:21])[c:19]23)[CH2:34][O:33][CH2:32][CH2:31][Si:30]([CH3:29])([CH3:36])[CH3:37])[s:6]1. Starting materials: CO, CC(C)Nc1nc(Cl)nc(NNC(=O)C(CC2CCCC2)CN(C=O)OCc2ccccc2)c1F, [OH-], [OH-], [Pd+2]. Product: CC(C)Nc1nc(Cl)nc(NNC(=O)C(CC2CCCC2)CN(O)C=O)c1F. As a reaction SMILES: [CH3:36][OH:37].[Cl:1][c:2]1[n:3][c:4]([NH:32][CH:33]([CH3:34])[CH3:35])[c:5]([F:31])[c:6]([NH:8][NH:9][C:10]([CH:11]([CH2:12][N:13]([CH:14]=[O:15])[O:16][CH2:17][c:18]2[cH:19][cH:20][cH:21][cH:22][cH:23]2)[CH2:24][CH:25]2[CH2:26][CH2:27][CH2:28][CH2:29]2)=[O:30])[n:7]1.[OH-:38].[OH-:39].[Pd+2:40]>>[Cl:1][c:2]1[n:3][c:4]([NH:32][CH:33]([CH3:34])[CH3:35])[c:5]([F:31])[c:6]([NH:8][NH:9][C:10]([CH:11]([CH2:12][N:13]([CH:14]=[O:15])[OH:16])[CH2:24][CH:25]2[CH2:26][CH2:27][CH2:28][CH2:29]2)=[O:30])[n:7]1. Starting materials: CCO, Nc1c(I)cc([N+](=O)[O-])cc1I, O=N[O-], Nc1ccccc1, [Na+], O=S(=O)(O)O. Yields the product O=[N+]([O-])c1cc(I)cc(I)c1. As a reaction SMILES: [CH3:29][CH2:30][OH:31].[I:6][c:7]1[c:8]([NH2:9])[c:10]([I:17])[cH:11][c:12]([N+:14](=[O:15])[O-:16])[cH:13]1.[N:25]([O-:26])=[O:27].[NH2:18][c:19]1[cH:20][cH:21][cH:22][cH:23][cH:24]1.[Na+:28].[S:1](=[O:2])(=[O:3])([OH:4])[OH:5]>>[I:6][c:7]1[cH:8][c:10]([I:17])[cH:11][c:12]([N+:14](=[O:15])[O-:16])[cH:13]1. Reactants: CC(=O)O[BH-](OC(C)=O)OC(C)=O, Cn1c(=O)c(CN(C(=O)C2CCCCC2)C2(C)CCNC2)cc2ccccc21, CC(=O)O, O=CC1CCC1, ClCCl, [Na+]. Yields the product Cn1c(=O)c(CN(C(=O)C2CCCCC2)C2(C)CCN(CC3CCC3)C2)cc2ccccc21. RXN SMILES: [C:39]([O:40][BH-:41]([O:42][C:43](=[O:44])[CH3:45])[O:46][C:47](=[O:48])[CH3:49])(=[O:50])[CH3:51].[CH3:1][n:2]1[c:3](=[O:28])[c:4]([CH2:12][N:13]([C:14](=[O:15])[CH:16]2[CH2:17][CH2:18][CH2:19][CH2:20][CH2:21]2)[C:22]2([CH3:27])[CH2:23][NH:24][CH2:25][CH2:26]2)[cH:5][c:6]2[cH:7][cH:8][cH:9][cH:10][c:11]12.[CH3:35][C:36](=[O:37])[OH:38].[CH:29]1([CH:33]=[O:34])[CH2:30][CH2:31][CH2:32]1.[Cl:53][CH2:54][Cl:55].[Na+:52]>>[CH3:1][n:2]1[c:3](=[O:28])[c:4]([CH2:12][N:13]([C:14](=[O:15])[CH:16]2[CH2:17][CH2:18][CH2:19][CH2:20][CH2:21]2)[C:22]2([CH3:27])[CH2:23][N:24]([CH2:33][CH:29]3[CH2:30][CH2:31][CH2:32]3)[CH2:25][CH2:26]2)[cH:5][c:6]2[cH:7][cH:8][cH:9][cH:10][c:11]12. Reported procedure: To a solution of 32.0 g (86.6 mmol) of 2-(N-tert-butoxycarbonyl-N-methyl-amino)-3,3-diphenyl-propanoic acid methyl ester in 400 ml of ether there are added in succession 3.0 g (130.0 mmol) of lithium borohydride in portions and 5.3 ml (130 mmol) of methanol dropwise (foams!). The reaction mixture is stirred under reflux for 3 hours, then cooled in an ice bath, and 40 ml of 0.5N hydrochloric acid are added (foams!). After further dilution with water, the mixture is extracted twice with methylene ... The reactants are COC(C(C(C1=CC=CC=C1)C1=CC=CC=C1)N(C)C(=O)OC(C)(C)C)=O (2-(N-tert-butoxycarbonyl-N-methyl-amino)-3,3-diphenyl-propanoic acid methyl ester), [BH4-].[Li+] (lithium borohydride), CO (methanol), Cl (hydrochloric acid). Reaction SMILES: C[O:2][C:3](=O)[CH:4]([N:18]([C:20]([O:22][C:23]([CH3:26])([CH3:25])[CH3:24])=[O:21])[CH3:19])[CH:5]([C:12]1[CH:17]=[CH:16][CH:15]=[CH:14][CH:13]=1)[C:6]1[CH:11]=[CH:10][CH:9]=[CH:8][CH:7]=1.[BH4-].[Li+].CO.Cl>CCOCC>[C:23]([O:22][C:20](=[O:21])[N:18]([CH:4]([CH2:3][OH:2])[CH:5]([C:12]1[CH:17]=[CH:16][CH:15]=[CH:14][CH:13]=1)[C:6]1[CH:7]=[CH:8][CH:9]=[CH:10][CH:11]=1)[CH3:19])([CH3:24])([CH3:26])[CH3:25] |f:1.2|. The product is C(C)(C)(C)OC(N(C)C(C(C1=CC=CC=C1)C1=CC=CC=C1)CO)=O ((1-Hydroxymethyl-2,2-diphenyl-ethyl)-methyl-carbamic acid tert-butyl ester). Run in CCOCC (ether).